Dataset: the Open Reaction Database (ORD), a public repository of structured organic reaction records. Task: describe an organic reaction: reactants, conditions, products, and yield Reactants: COC1=CC=C(C=C1)C=CC(=O)C1=NC=CC=C1 (2-[3-(4-methoxyphenyl)-1-oxoprop-2-enyl]pyridine), S(=O)(=O)(O)O.NC=1C(=NN(C1)CC)O (4-amino-1-ethyl-hydroxy-1H-pyrazol-sulfate), O (Water). The solvent is C(C)(=O)O (acetic acid). Conditions: temperature 50 celsius, time 2 hour. The product is C(C)(=O)[O-].C(C)N1N=CC(=C1O)\N=C\1/C=C([N+]2=CC=CC=C12)C1=CC=C(C=C1)OC ((1E)-1-[(1-ethyl-5-hydroxy-1H-pyrazol-4-yl)imino]-3-[4-(methyloxy)phenyl]-1H-indolizinium-acetate). RXN SMILES: [CH3:1][O:2][C:3]1[CH:8]=[CH:7][C:6]([CH:9]=[CH:10][C:11]([C:13]2[CH:18]=[CH:17][CH:16]=[CH:15][N:14]=2)=[O:12])=[CH:5][CH:4]=1.S(O)(O)(=O)=[O:20].[NH2:24][C:25]1[C:26](O)=[N:27][N:28]([CH2:30][CH3:31])[CH:29]=1.[OH2:33]>C(O)(=O)C>[C:11]([O-:20])(=[O:12])[CH3:13].[CH2:30]([N:28]1[C:29]([OH:33])=[C:25](/[N:24]=[C:11]2\[CH:10]=[C:9]([C:6]3[CH:7]=[CH:8][C:3]([O:2][CH3:1])=[CH:4][CH:5]=3)[N+:14]3[C:13]\2=[CH:18][CH:17]=[CH:16][CH:15]=3)[CH:26]=[N:27]1)[CH3:31] |f:1.2,5.6|. Procedure details: 0.12 g 2-[3-(4-methoxyphenyl)-1-oxoprop-2-enyl]pyridine and 0.11 g 4-amino-1-ethyl-hydroxy-1H-pyrazol-sulfate (1:1) are agitated in 3 ml glacial acetic acid for 1 hour at room temperature and then agitated for 2 hours at 50° C. Water (20 ml) is added, setting the pH value to about 5. Subsequently, the violet precipitate is filtered, washed with 2×5 ml water, and dried in a vacuum. The reactants are ClC=1C=C(C=C(C1)Cl)S(=O)(=O)N1[C@@H](CNCC1)C(=O)OC (1-(3,5-Dichlorobenzenesulfonyl)piperazine-2(S)-carboxylic acid, methyl ester), C=O (formaldehyde), C(#N)[BH3-].[Na+] (Sodium cyanoborohydride). The solvent is C(C)#N (acetonitrile). Reaction conditions: time 2 hour. The product is ClC=1C=C(C=C(C1)Cl)S(=O)(=O)N1[C@@H](CN(CC1)C)C(=O)OC (1-(3,5-dichlorobenzenesulfonyl)-4-methyl-piperazine-2(S)-carboxylic acid, methyl ester). The yield is 64.7%. As a reaction SMILES: [Cl:1][C:2]1[CH:3]=[C:4]([S:9]([N:12]2[CH2:17][CH2:16][NH:15][CH2:14][C@H:13]2[C:18]([O:20][CH3:21])=[O:19])(=[O:11])=[O:10])[CH:5]=[C:6]([Cl:8])[CH:7]=1.C=O.[C:24]([BH3-])#N.[Na+]>C(#N)C>[Cl:1][C:2]1[CH:3]=[C:4]([S:9]([N:12]2[CH2:17][CH2:16][N:15]([CH3:24])[CH2:14][C@H:13]2[C:18]([O:20][CH3:21])=[O:19])(=[O:11])=[O:10])[CH:5]=[C:6]([Cl:8])[CH:7]=1 |f:2.3|. Reported procedure: 1-(3,5-Dichlorobenzenesulfonyl)piperazine-2(S)-carboxylic acid, methyl ester (55 mg, 0.16 mmol) was added to a 5 mL round bottom flask containing 2 mL of acetonitrile and 37% formaldehyde (63 mg, 0.78 mmol) at 0°. Sodium cyanoborohydride (30 mg, 3 equivalents) was added portionwise over 10 minutes. The mixture was stirred at 25° for 2 hours. The solvent was removed under reduced pressure and the residue partitioned between methylene chloride and 1N HCl. The aqueous layer was neutralized with sat... The reactants are ClCCl, O=C(O)C(F)(F)F, CC(=Cc1ccc(C(=C2CCOCC2)c2ccc(O)cc2)cc1)C(=O)OC(C)(C)C. Product: CC(=Cc1ccc(C(=C2CCOCC2)c2ccc(O)cc2)cc1)C(=O)O. Reaction SMILES: [Cl:31][CH2:32][Cl:33].[F:34][C:35]([F:36])([F:37])[C:38]([OH:39])=[O:40].[OH:1][c:2]1[cH:3][cH:4][c:5]([C:8]([c:9]2[cH:10][cH:11][c:12]([CH:15]=[C:16]([C:17](=[O:18])[O:19][C:20]([CH3:21])([CH3:22])[CH3:23])[CH3:24])[cH:13][cH:14]2)=[C:25]2[CH2:26][CH2:27][O:28][CH2:29][CH2:30]2)[cH:6][cH:7]1>>[OH:1][c:2]1[cH:3][cH:4][c:5]([C:8]([c:9]2[cH:10][cH:11][c:12]([CH:15]=[C:16]([C:17](=[O:18])[OH:19])[CH3:24])[cH:13][cH:14]2)=[C:25]2[CH2:26][CH2:27][O:28][CH2:29][CH2:30]2)[cH:6][cH:7]1. Reactants: COC1=CC=C(C=C1C(=O)O)C(=O)N (6-methoxyisophthalamic acid), C1(=CC=CC2=CC=CC=C12)N (1-naphthaleneamine). The product is COC1=C(C=C(C(=O)N)C=C1)C(=O)NC1=CC=CC2=CC=CC=C12 (4-methoxy-3-N-naphthalen-1-yl-isophthalamide). As a reaction SMILES: [CH3:1][O:2][C:3]1[C:8]([C:9]([OH:11])=O)=[CH:7][C:6]([C:12]([NH2:14])=[O:13])=[CH:5][CH:4]=1.[C:15]1([NH2:25])[C:24]2[C:19](=[CH:20][CH:21]=[CH:22][CH:23]=2)[CH:18]=[CH:17][CH:16]=1>>[CH3:1][O:2][C:3]1[CH:4]=[CH:5][C:6]([C:12]([NH2:14])=[O:13])=[CH:7][C:8]=1[C:9]([NH:25][C:15]1[C:24]2[C:19](=[CH:20][CH:21]=[CH:22][CH:23]=2)[CH:18]=[CH:17][CH:16]=1)=[O:11]. Procedure: The captioned compound was synthesized from 6-methoxyisophthalamic acid and 1-naphthaleneamine by the same procedure as in the manufacturing method described in step C of Example 1-3-1. The reactants are Cl.N1=C(C=CC2=CC=CC=C12)C(=O)N1CCNCC1 (1-(2-Quinolylcarbonyl)piperazine hydrochloride), [OH-].[Na+] (sodium hydroxide). Run in O (water). The product is N1=C(C=CC2=CC=CC=C12)C(=O)N1CCNCC1 (1-(2-quinolylcarbonyl)piperazine), oil. Isolated yield 79.1%. Reaction SMILES: Cl.[N:2]1[C:11]2[C:6](=[CH:7][CH:8]=[CH:9][CH:10]=2)[CH:5]=[CH:4][C:3]=1[C:12]([N:14]1[CH2:19][CH2:18][NH:17][CH2:16][CH2:15]1)=[O:13].[OH-].[Na+]>O>[N:2]1[C:11]2[C:6](=[CH:7][CH:8]=[CH:9][CH:10]=2)[CH:5]=[CH:4][C:3]=1[C:12]([N:14]1[CH2:19][CH2:18][NH:17][CH2:16][CH2:15]1)=[O:13] |f:0.1,2.3|. Reported procedure: 1-(2-Quinolylcarbonyl)piperazine hydrochloride (6.18 g, 22.2 mmol) was dissolved in water. The thus-obtained solution was rendered basic with a concentrated aqueous solution of sodium hydroxide. The resulting mixture was extracted with chloroform, and the extract was washed with an aqueous solution of sodium chloride and then dried over anhydrous magnesium sulfate. The solvent was distilled off, whereby 4.236 g of the title compound were obtained as a colorless oil (yield: 79.1%).